Dataset: the Open Reaction Database (ORD), a public repository of structured organic reaction records. Task: describe an organic reaction: reactants, conditions, products, and yield Reactants: COc1ccccc1B(O)O, CNC(=O)c1c(-c2ccccc2)nn2cc(I)ccc12, [Na+], [Na+], O=C([O-])[O-], CC(=O)[O-], CC(=O)[O-], [Pd+2]. Product: CNC(=O)c1c(-c2ccccc2)nn2cc(-c3ccccc3OC)ccc12. As a reaction SMILES: [CH3:1][O:2][c:3]1[c:4]([B:9]([OH:10])[OH:11])[cH:5][cH:6][cH:7][cH:8]1.[I:12][c:13]1[cH:14][cH:15][c:16]2[n:17]([cH:18]1)[n:19][c:20](-[c:26]1[cH:27][cH:28][cH:29][cH:30][cH:31]1)[c:21]2[C:22](=[O:23])[NH:24][CH3:25].[Na+:32].[Na+:33].[O-:34][C:35](=[O:36])[O-:37].[O-:39][C:40]([CH3:41])=[O:42].[O-:43][C:44]([CH3:45])=[O:46].[Pd+2:38]>>[CH3:1][O:2][c:3]1[c:4](-[c:13]2[cH:14][cH:15][c:16]3[n:17]([cH:18]2)[n:19][c:20](-[c:26]2[cH:27][cH:28][cH:29][cH:30][cH:31]2)[c:21]3[C:22](=[O:23])[NH:24][CH3:25])[cH:5][cH:6][cH:7][cH:8]1. Run in CO (methanol). The product is CN(C=NC(C1=CC(=CC=C1)SC)=O)C (N-[1-Dimethylaminomethylidene]-3-methylsulfanylbenzamide). Procedure: 8.5 g of 3-methylsulfanylbenzamide and 18 ml of dimethylformamide dimethyl acetal were heated at 120° C. while the formed methanol was eliminated by distillation. After heating for 3 h, the volatiles were removed in vacuo. The crude product was purified by flash chromatography (300 g silica gel; DCM/MOH, gradient from 100:0 to 95:5). 8 g of the title compound were obtained as an oil. As a reaction SMILES: [CH3:1][S:2][C:3]1[CH:4]=[C:5]([CH:9]=[CH:10][CH:11]=1)[C:6]([NH2:8])=[O:7].CO[CH:14](OC)[N:15]([CH3:17])[CH3:16]>CO>[CH3:14][N:15]([CH3:17])[CH:16]=[N:8][C:6](=[O:7])[C:5]1[CH:9]=[CH:10][CH:11]=[C:3]([S:2][CH3:1])[CH:4]=1. Reactants: CSC=1C=C(C(=O)N)C=CC1 (3-methylsulfanylbenzamide), COC(N(C)C)OC (dimethylformamide dimethyl acetal).